This data is from the Open Reaction Database (ORD), a public repository of structured organic reaction records. The task is: describe an organic reaction: reactants, conditions, products, and yield Reactants: Br[Mg]c1ccccc1, CCOC(=O)C(=Cc1ccc(NC(=O)OC(C)(C)C)nc1)C(=O)OCC, C1CCOC1, CCCCCC, [Cl-], N#C[Cu], [NH4+]. Yields the product CCOC(=O)C(C(=O)OCC)C(c1ccccc1)c1ccc(NC(=O)OC(C)(C)C)nc1. RXN SMILES: [Br:4][Mg:5][c:6]1[cH:7][cH:8][cH:9][cH:10][cH:11]1.[CH2:12]([CH3:13])[O:14][C:15]([C:16]([C:17](=[O:18])[O:19][CH2:20][CH3:21])=[CH:22][c:23]1[cH:24][n:25][c:26]([NH:29][C:30](=[O:31])[O:32][C:33]([CH3:34])([CH3:35])[CH3:36])[cH:27][cH:28]1)=[O:37].[CH2:40]1[O:41][CH2:42][CH2:43][CH2:44]1.[CH3:45][CH2:46][CH2:47][CH2:48][CH2:49][CH3:50].[Cl-:38].[Cu:1][C:2]#[N:3].[NH4+:39]>>[c:6]1([CH:22]([CH:16]([C:15]([O:14][CH2:12][CH3:13])=[O:37])[C:17](=[O:18])[O:19][CH2:20][CH3:21])[c:23]2[cH:24][n:25][c:26]([NH:29][C:30](=[O:31])[O:32][C:33]([CH3:34])([CH3:35])[CH3:36])[cH:27][cH:28]2)[cH:7][cH:8][cH:9][cH:10][cH:11]1. Starting materials: ClC(Cl)Cl, CCCn1c(=O)c2nc(C34CCC(C=NO)(CC3)CC4)[nH]c2n(CCC)c1=O, O, O=P(Cl)(Cl)Cl. Product: CCCn1c(=O)c2nc(C34CCC(C#N)(CC3)CC4)[nH]c2n(CCC)c1=O. RXN SMILES: [Cl:35][CH:36]([Cl:37])[Cl:38].[O:1]=[c:2]1[n:3]([CH2:26][CH2:27][CH3:28])[c:4](=[O:25])[c:5]2[n:6][c:7]([C:14]34[CH2:15][CH2:16][C:17]([CH:22]=[N:23][OH:24])([CH2:18][CH2:19]3)[CH2:20][CH2:21]4)[nH:8][c:9]2[n:10]1[CH2:11][CH2:12][CH3:13].[OH2:34].[P:29]([Cl:30])([Cl:31])([Cl:32])=[O:33]>>[O:1]=[c:2]1[n:3]([CH2:26][CH2:27][CH3:28])[c:4](=[O:25])[c:5]2[n:6][c:7]([C:14]34[CH2:15][CH2:16][C:17]([C:22]#[N:23])([CH2:18][CH2:19]3)[CH2:20][CH2:21]4)[nH:8][c:9]2[n:10]1[CH2:11][CH2:12][CH3:13].